This data is from the Open Reaction Database (ORD), a public repository of structured organic reaction records. The task is: describe an organic reaction: reactants, conditions, products, and yield The reactants are Intermediate I, FC(C1=CC=C(N)C=C1)(F)F (4-(trifluoromethyl)aniline), BrC=1C=CC=2N(C1)C=C(N2)C(=O)OCC (ethyl 6-bromoimidazo[1,2-a]pyridine-2-carboxylate). Product: BrC=1C=CC=2N(C1)C=C(N2)C(=O)NC2=CC=C(C=C2)C(F)(F)F (6-Bromo-N-(4-(trifluoromethy)phenyl)imidazo[1,2-a]pyridine-2-carboxamide). Reaction SMILES: [F:1][C:2]([F:11])([F:10])[C:3]1[CH:9]=[CH:8][C:6]([NH2:7])=[CH:5][CH:4]=1.[Br:12][C:13]1[CH:14]=[CH:15][C:16]2[N:17]([CH:19]=[C:20]([C:22](OCC)=[O:23])[N:21]=2)[CH:18]=1>>[Br:12][C:13]1[CH:14]=[CH:15][C:16]2[N:17]([CH:19]=[C:20]([C:22]([NH:7][C:6]3[CH:8]=[CH:9][C:3]([C:2]([F:10])([F:11])[F:1])=[CH:4][CH:5]=3)=[O:23])[N:21]=2)[CH:18]=1. Procedure details: The title compound was prepared by essentially following the same procedures described for Intermediate I, using 4-(trifluoromethyl)aniline and ethyl 6-bromoimidazo[1,2-a]pyridine-2-carboxylate as starting materials. As a reaction SMILES: [BH:22]([OH:23])[OH:24].[Br:1][c:2]1[cH:3][c:4]([F:21])[c:5]([C:8](=[O:9])[N:10]2[CH:11]([CH2:15][N:16]3[CH2:17][CH2:18][CH2:19][CH2:20]3)[CH2:12][CH2:13][CH2:14]2)[cH:6][cH:7]1.[F:25][C:26]([O:27][c:28]1[cH:29][cH:30][cH:31][cH:32][cH:33]1)([F:34])[F:35]>>[c:2]1(-[c:31]2[cH:30][cH:29][c:28]([O:27][C:26]([F:25])([F:34])[F:35])[cH:33][cH:32]2)[cH:3][c:4]([F:21])[c:5]([C:8](=[O:9])[N:10]2[CH:11]([CH2:15][N:16]3[CH2:17][CH2:18][CH2:19][CH2:20]3)[CH2:12][CH2:13][CH2:14]2)[cH:6][cH:7]1. The product is O=C(c1ccc(-c2ccc(OC(F)(F)F)cc2)cc1F)N1CCCC1CN1CCCC1. Reactants: OBO, O=C(c1ccc(Br)cc1F)N1CCCC1CN1CCCC1, FC(F)(F)Oc1ccccc1. Reactants: NC=1C=CC(=C(C1)C1=CC=C2C=C(N=CC2=C1)NC(=O)C1CC1)C (N-(7-(5-amino-2-methylphenyl)isoquinolin-3-yl)cyclopropanecarboxamide), N1=CC=CC=C1 (pyridine), BrC(C)C1=CC=C(C(=O)Cl)C=C1 (4-(1-bromoethyl)benzoyl chloride). The solvent is ClCCl (dichloromethane), ClCCl (dichloromethane). Run at time 1.5 hour. Product: BrC(C)C1=CC=C(C(=O)NC2=CC(=C(C=C2)C)C2=CC=C3C=C(N=CC3=C2)NC(=O)C2CC2)C=C1 (4-(1-bromoethyl)-N-(3-(3-(cyclopropanecarboxamido)isoquinolin-7-yl)-4-methylphenyl)benzamide). RXN SMILES: [NH2:1][C:2]1[CH:3]=[CH:4][C:5]([CH3:24])=[C:6]([C:8]2[CH:17]=[C:16]3[C:11]([CH:12]=[C:13]([NH:18][C:19]([CH:21]4[CH2:23][CH2:22]4)=[O:20])[N:14]=[CH:15]3)=[CH:10][CH:9]=2)[CH:7]=1.N1C=CC=CC=1.[Br:31][CH:32]([C:34]1[CH:42]=[CH:41][C:37]([C:38](Cl)=[O:39])=[CH:36][CH:35]=1)[CH3:33]>ClCCl>[Br:31][CH:32]([C:34]1[CH:42]=[CH:41][C:37]([C:38]([NH:1][C:2]2[CH:3]=[CH:4][C:5]([CH3:24])=[C:6]([C:8]3[CH:17]=[C:16]4[C:11]([CH:12]=[C:13]([NH:18][C:19]([CH:21]5[CH2:22][CH2:23]5)=[O:20])[N:14]=[CH:15]4)=[CH:10][CH:9]=3)[CH:7]=2)=[O:39])=[CH:36][CH:35]=1)[CH3:33]. Procedure: To a solution of N-(7-(5-amino-2-methylphenyl)isoquinolin-3-yl)cyclopropanecarboxamide (51.8 mg, 0.163 mmol) and pyridine (0.05 mL, 0.6 mmol) in 2 mL dichloromethane was added a solution of the residue from Step 1 in 2 mL dichloromethane. The resulting mixture was stirred at room temperature for 1.5 hours, and then carried forward without purification. Starting materials: [Al+3], Cc1ccc(C)cc1, CSc1ccccc1C(=O)Cl, [Cl-], [Cl-], [Cl-], ClCCl, O. The product is CSc1ccccc1C(=O)c1cc(C)ccc1C. RXN SMILES: [Al+3:13].[CH3:19][c:20]1[cH:21][cH:22][c:23]([CH3:24])[cH:25][cH:26]1.[CH3:1][S:2][c:3]1[c:4]([C:5](=[O:6])[Cl:7])[cH:8][cH:9][cH:10][cH:11]1.[Cl-:12].[Cl-:14].[Cl-:15].[Cl:16][CH2:17][Cl:18].[OH2:27]>>[CH3:1][S:2][c:3]1[c:4]([C:5](=[O:6])[c:21]2[c:20]([CH3:19])[cH:26][cH:25][c:23]([CH3:24])[cH:22]2)[cH:8][cH:9][cH:10][cH:11]1.